Dataset: the Open Reaction Database (ORD), a public repository of structured organic reaction records. Task: describe an organic reaction: reactants, conditions, products, and yield The reactants are O=C([O-])[O-], CCOC(=O)C1CCCNC1, CC(=O)CC(C)C, [K+], [K+], BrCCCCOc1ccccc1. Yields the product CCOC(=O)C1CCCN(CCCCOc2ccccc2)C1. As a reaction SMILES: [C:24](=[O:25])([O-:26])[O-:27].[CH2:13]([CH3:14])[O:15][C:16](=[O:17])[CH:18]1[CH2:19][NH:20][CH2:21][CH2:22][CH2:23]1.[CH2:30]([C:31]([CH3:32])=[O:33])[CH:34]([CH3:35])[CH3:36].[K+:28].[K+:29].[O:1]([c:2]1[cH:3][cH:4][cH:5][cH:6][cH:7]1)[CH2:8][CH2:9][CH2:10][CH2:11][Br:12]>>[O:1]([c:2]1[cH:3][cH:4][cH:5][cH:6][cH:7]1)[CH2:8][CH2:9][CH2:10][CH2:11][N:20]1[CH2:19][CH:18]([C:16]([O:15][CH2:13][CH3:14])=[O:17])[CH2:23][CH2:22][CH2:21]1. Starting materials: OC(C(Cl)(Cl)Cl)NC(=O)C1=NC(=CC(=C1)OC)OC1=CC(=CC=C1)C(F)(F)F (N-(1-hydroxy-2,2,2-trichloroethyl)-4-methoxy-6-{3-(trifluoromethyl)phenoxy}-2-pyridine carboxamide). The reagents and catalysts are [Zn] (zinc). Run in C(C)(=O)O (acetic acid), C(C)(=O)OCC.O (ethyl acetate water). Run at temperature 50 celsius, time 5 hour. The product is ClC(=CNC(=O)C1=NC(=CC(=C1)OC)OC1=CC(=CC=C1)C(F)(F)F)Cl (N-(2,2-dichlorovinyl)-4-methoxy-6-{3-(trifluoromethyl)phenoxy}-2-pyridine carboxamide). RXN SMILES: O[CH:2]([NH:7][C:8]([C:10]1[CH:15]=[C:14]([O:16][CH3:17])[CH:13]=[C:12]([O:18][C:19]2[CH:24]=[CH:23][CH:22]=[C:21]([C:25]([F:28])([F:27])[F:26])[CH:20]=2)[N:11]=1)=[O:9])[C:3](Cl)([Cl:5])[Cl:4]>C(O)(=O)C.C(OCC)(=O)C.O.[Zn]>[Cl:5][C:3]([Cl:4])=[CH:2][NH:7][C:8]([C:10]1[CH:15]=[C:14]([O:16][CH3:17])[CH:13]=[C:12]([O:18][C:19]2[CH:24]=[CH:23][CH:22]=[C:21]([C:25]([F:26])([F:28])[F:27])[CH:20]=2)[N:11]=1)=[O:9] |f:2.3|. Reported procedure: 1.0 g (0.0022 mol) of N-(1-hydroxy-2,2,2-trichloroethyl)-4-methoxy-6-{3-(trifluoromethyl)phenoxy}-2-pyridine carboxamide was dissolved in about 10 ml of acetic acid. The obtained solution was mixed with 0.29 g (0.0022×2.0 mol) of zinc dust and stirred at about 50° C. for about 5 hours. The reaction solution was distributed in ethyl acetate-water and washed with saturated sodium bicarbonate water and saturated brine. The organic phase of the solution was dried with anhydrous sodium sulfate, conce... Starting materials: C1(CC1)S(=O)(=O)C1=CC=C(C=C1)C(CC1CCOCC1)C1=CC=C(N1)C1=CC=C(C=N1)CN1C[C@@H](NCC1)C ((3S)-1-{[6-(5-{1-[4-(cyclopropylsulfonyl)phenyl]-2-(tetrahydro-2H-pyran-4-yl)ethyl}-1H-pyrrol-2-yl)pyridin-3-yl]methyl}-3-methylpiperazine), Cl.C(C)N=C=NCCCN(C)C (1-ethyl-3-(3-dimethylaminopropyl)carbodiimide hydrochloride), ON1N=NC2=C1C=CC=C2 (1-hydroxybenzotriazole), CN1CCOCC1 (N-methylmorpholine). Solvent: O1CCCC1 (tetrahydrofuran), C(C)(=O)OCC (ethyl acetate), O1CCCC1 (tetrahydrofuran), C(C)(=O)O (acetic acid). Conditions: time 30 minute. Yields the product C(C)(=O)N1[C@H](CN(CC1)CC=1C=NC(=CC1)C=1NC(=CC1)C(CC1CCOCC1)C1=CC=C(C=C1)S(=O)(=O)C1CC1)C ((2S)-1-acetyl-4-{[6-(5-{1-[4-(cyclopropylsulfonyl)phenyl]-2-(tetrahydro-2H-pyran-4-yl)ethyl}-1H-pyrrol-2-yl)pyridin-3-yl]methyl}-2-methylpiperazine). Isolated yield 90.0%. As a reaction SMILES: Cl.C(N=C=NCCCN(C)C)C.ON1C2C=CC=CC=2N=N1.CN1CC[O:27][CH2:26][CH2:25]1.[CH:30]1([S:33]([C:36]2[CH:41]=[CH:40][C:39]([CH:42]([C:50]3[NH:54][C:53]([C:55]4[N:60]=[CH:59][C:58]([CH2:61][N:62]5[CH2:67][CH2:66][NH:65][C@@H:64]([CH3:68])[CH2:63]5)=[CH:57][CH:56]=4)=[CH:52][CH:51]=3)[CH2:43][CH:44]3[CH2:49][CH2:48][O:47][CH2:46][CH2:45]3)=[CH:38][CH:37]=2)(=[O:35])=[O:34])[CH2:32][CH2:31]1>O1CCCC1.C(OCC)(=O)C.C(O)(=O)C>[C:26]([N:65]1[CH2:66][CH2:67][N:62]([CH2:61][C:58]2[CH:59]=[N:60][C:55]([C:53]3[NH:54][C:50]([CH:42]([C:39]4[CH:38]=[CH:37][C:36]([S:33]([CH:30]5[CH2:32][CH2:31]5)(=[O:34])=[O:35])=[CH:41][CH:40]=4)[CH2:43][CH:44]4[CH2:45][CH2:46][O:47][CH2:48][CH2:49]4)=[CH:51][CH:52]=3)=[CH:56][CH:57]=2)[CH2:63][C@@H:64]1[CH3:68])(=[O:27])[CH3:25] |f:0.1|. Procedure details: To a solution of acetic acid (5.6 μL) in tetrahydrofuran (2 mL) were added 1-ethyl-3-(3-dimethylaminopropyl)carbodiimide hydrochloride (25.0 mg), 1-hydroxybenzotriazole (18.0 mg) and N-methylmorpholine (30 μL), and the mixture was stirred at room temperature for 30 min. To to the reaction mixture was added a solution of (3S)-1-{[6-(5-{1-[4-(cyclopropylsulfonyl)phenyl]-2-(tetrahydro-2H-pyran-4-yl)ethyl}-1H-pyrrol-2-yl)pyridin-3-yl]methyl}-3-methylpiperazine (45.0 mg) in tetrahydrofuran (1 mL), an... The reactants are ClC1=NC=2N(C(=C1)N(COCC[Si](C)(C)C)COCC[Si](C)(C)C)N=CC2 (5-chloro-N,N-bis((2-(trimethyl silyl)ethoxy)methyl)pyrazolo[1,5-a]pyrimidin-7-amine), C(CCC)[Sn](CCCC)(CCCC)C#N (tributyltin cyanide). The reagents and catalysts are [Pd].C1(=CC=CC=C1)P(C1=CC=CC=C1)C1=CC=CC=C1.C1(=CC=CC=C1)P(C1=CC=CC=C1)C1=CC=CC=C1.C1(=CC=CC=C1)P(C1=CC=CC=C1)C1=CC=CC=C1.C1(=CC=CC=C1)P(C1=CC=CC=C1)C1=CC=CC=C1 (tetrakis(triphenylphosphine) palladium), [Pd].C(C)(C)(C)P(C(C)(C)C)C(C)(C)C.C(C)(C)(C)P(C(C)(C)C)C(C)(C)C (bis(tri-t-butylphosphine) palladium). Reaction conditions: temperature 150 celsius, time 1 hour. Yields the product C[Si](CCOCN(C1=CC(=NC=2N1N=CC2)C#N)COCC[Si](C)(C)C)(C)C (7-(bis((2-(trimethylsilyl)ethoxy)methyl)amino)pyrazolo[1,5-a]pyrimidine-5-carbonitrile). Yield: 88.5%. As a reaction SMILES: Cl[C:2]1[CH:7]=[C:6]([N:8]([CH2:17][O:18][CH2:19][CH2:20][Si:21]([CH3:24])([CH3:23])[CH3:22])[CH2:9][O:10][CH2:11][CH2:12][Si:13]([CH3:16])([CH3:15])[CH3:14])[N:5]2[N:25]=[CH:26][CH:27]=[C:4]2[N:3]=1.C([Sn]([C:41]#[N:42])(CCCC)CCCC)CCC>[Pd].C1(P(C2C=CC=CC=2)C2C=CC=CC=2)C=CC=CC=1.C1(P(C2C=CC=CC=2)C2C=CC=CC=2)C=CC=CC=1.C1(P(C2C=CC=CC=2)C2C=CC=CC=2)C=CC=CC=1.C1(P(C2C=CC=CC=2)C2C=CC=CC=2)C=CC=CC=1.[Pd].C(P(C(C)(C)C)C(C)(C)C)(C)(C)C.C(P(C(C)(C)C)C(C)(C)C)(C)(C)C>[CH3:14][Si:13]([CH3:16])([CH3:15])[CH2:12][CH2:11][O:10][CH2:9][N:8]([CH2:17][O:18][CH2:19][CH2:20][Si:21]([CH3:24])([CH3:23])[CH3:22])[C:6]1[N:5]2[N:25]=[CH:26][CH:27]=[C:4]2[N:3]=[C:2]([C:41]#[N:42])[CH:7]=1 |f:2.3.4.5.6,7.8.9|. Procedure details: 5-chloro-N,N-bis((2-(trimethyl silyl)ethoxy)methyl)pyrazolo[1,5-a]pyrimidin-7-amine (1.5 g, 3.5 mmol), tributyltin cyanide (1.7 g, 5.3 mmol), tetrakis(triphenylphosphine) palladium (0.8 g, 0.7 mmol), bis(tri-t-butylphosphine) palladium (0.4 g, 0.7 mmol) were charged in a pressure tube. The tube was evacuated and charged with argon for three cycles. Dioxane (20 ml) was added, and the tube was capped and heated at 150° C. with stirring for one hour. After cooling, the mixture was diluted with EtOA... Reactants: ClC=1C=C(C(=O)OC)C=CN1 (Methyl 2-chloroisonicotinate), FC1=CC=C(/C=C/B(O)O)C=C1 ((E)-4-fluorostyrylboronic acid), P(=O)([O-])([O-])[O-].[K+].[K+].[K+] (potassium phosphate). Reagents/catalysts: Cl[Pd]Cl (PdCl2). Reaction conditions: temperature 100 celsius. Product: FC1=CC=C(/C=C/C=2C=C(C(=O)OC)C=CN2)C=C1 ((E)-Methyl 2-(4-fluorostyryl)isonicotinate). The yield is 47.1%. RXN SMILES: Cl[C:2]1[CH:3]=[C:4]([CH:9]=[CH:10][N:11]=1)[C:5]([O:7][CH3:8])=[O:6].[F:12][C:13]1[CH:23]=[CH:22][C:16](/[CH:17]=[CH:18]/B(O)O)=[CH:15][CH:14]=1.P([O-])([O-])([O-])=O.[K+].[K+].[K+]>Cl[Pd]Cl>[F:12][C:13]1[CH:23]=[CH:22][C:16](/[CH:17]=[CH:18]/[C:2]2[CH:3]=[C:4]([CH:9]=[CH:10][N:11]=2)[C:5]([O:7][CH3:8])=[O:6])=[CH:15][CH:14]=1 |f:2.3.4.5|. Procedure: Methyl 2-chloroisonicotinate (5.5 g, 32.05 mmol), (E)-4-fluorostyrylboronic acid (7.98 g, 48.08 mmol), potassium phosphate (3.93 mL, 48.08 mmol) and PdCl2 (dppf) (0.464 g, 0.64 mmol) were split into 5 equal portions and each portion was placed in a microwave reaction vessel. The vessels were evacuated and backfilled with nitrogen. Methanol (15 mL) was added to each vessel, the vessels were sealed and heated in a single node microwave reactor at 100° C. for 10 min each. The contents of the vessel... The reactants are C1=CC=C(C=C1)[P-]C2=CC=CC=C2.[K+] (potassium diphenylphosphide), FC1=CC=C(C=C1)P(OCC)(OCC)=O (diethyl 4-fluorophenylphosphonate), O (water). Run in [S].[P] (Phosphorus Sulfur), C1CCOC1 (THF), C1CCOC1 (THF). Reaction conditions: temperature 23 celsius, time 19 hour. The product is C1(=CC=CC=C1)P(C1=CC=C(C=C1)P(OCC)(OCC)=O)C1=CC=CC=C1 (diethyl 4-diphenylphosphinophenylphosphonate). Yield: 81.7%. RXN SMILES: [CH:1]1[CH:6]=[CH:5][C:4]([P-:7][C:8]2[CH:13]=[CH:12][CH:11]=[CH:10][CH:9]=2)=[CH:3][CH:2]=1.[K+].F[C:16]1[CH:21]=[CH:20][C:19]([P:22](=[O:29])([O:26][CH2:27][CH3:28])[O:23][CH2:24][CH3:25])=[CH:18][CH:17]=1.O>C1COCC1.[S].[P]>[C:8]1([P:7]([C:4]2[CH:3]=[CH:2][CH:1]=[CH:6][CH:5]=2)[C:16]2[CH:21]=[CH:20][C:19]([P:22](=[O:29])([O:26][CH2:27][CH3:28])[O:23][CH2:24][CH3:25])=[CH:18][CH:17]=2)[CH:9]=[CH:10][CH:11]=[CH:12][CH:13]=1 |f:0.1,5.6,^3:35|. Procedure details: 25.8 ml (12.9 mmol) of potassium diphenylphosphide solution in THF (manufacturer: Aldrich) are added dropwise at -5° C. to a solution of 3.09 g (13.2 mmol) of diethyl 4-fluorophenylphosphonate, prepared as described in Phosphorus Sulfur 1980, 9(2), 197.202, in 20.0 ml of THF. After stirring for 19 hours at 23° C., the mixture is hydrolyzed by adding 20 ml of degassed water and stirring for 15 min. After extraction with ethyl acetate, and drying the organic phase over Na2SO4, the mixture is conce... Starting materials: [C@@H]12CNCC[C@H]2CN1C1=NC2=CC=CC=C2N=C1 ((1R,6S)-2-(3,8-diaza-bicyclo[4.2.0]oct-8-yl)quinoxaline), N=1N(N=CC1)C1=C(C(=O)O)C=CC=C1 (2-[1,2,3]triazol-2-yl-benzoic acid), S1C(=CC=C1)C1=C(C(=O)O)C=CC=C1 (2-thiophen-2-yl-benzoic acid), CC1=NC(=NC(=C1)C)N1C[C@@H]2CCNC[C@H]12 ((1R,6S)8-(4,6-dimethyl-pyrimidin-2-yl)-3,8-diaza-bicyclo[4.2.0]octane), N=1N(N=CC1)C1=C(C(=O)O)C=CC=C1 (2-[1,2,3]triazol-2-yl-benzoic acid). Yields the product N1=C(C=NC2=CC=CC=C12)N1C[C@@H]2CCN(C[C@H]12)C(=O)C1=C(C=CC=C1)N1N=CC=N1 ((1R,6S)-(8-Quinoxalin-2-yl-3,8-diaza-bicyclo[4.2.0]oct-3-yl)-(2-[1,2,3]triazol-2-yl-phenyl)methanone). Reaction SMILES: [C@@H:1]12[N:8]([C:9]3[CH:18]=[N:17][C:16]4[C:11](=[CH:12][CH:13]=[CH:14][CH:15]=4)[N:10]=3)[CH2:7][C@@H:6]1[CH2:5][CH2:4][NH:3][CH2:2]2.CC1C=C(C)N=C(N2[C@@H]3[C@@H](CCNC3)C2)N=1.[N:35]1[N:36]([C:40]2[CH:48]=[CH:47][CH:46]=[CH:45][C:41]=2[C:42](O)=[O:43])[N:37]=[CH:38][CH:39]=1.S1C=CC=C1C1C=CC=CC=1C(O)=O>>[N:10]1[C:11]2[C:16](=[CH:15][CH:14]=[CH:13][CH:12]=2)[N:17]=[CH:18][C:9]=1[N:8]1[C@@H:1]2[C@@H:6]([CH2:5][CH2:4][N:3]([C:42]([C:41]3[CH:45]=[CH:46][CH:47]=[CH:48][C:40]=3[N:36]3[N:37]=[CH:38][CH:39]=[N:35]3)=[O:43])[CH2:2]2)[CH2:7]1. Reported procedure: The title compound was prepared in a manner analogous to Example 1, substituting substituting (1R,6S)-2-(3,8-diaza-bicyclo[4.2.0]oct-8-yl)-quinoxaline (Intermediate 3) for (1R,6S)8-(4,6-dimethyl-pyrimidin-2-yl)-3,8-diaza-bicyclo[4.2.0]octane and 2-[1,2,3]triazol-2-yl-benzoic acid (Intermediate 14) for 2-thiophen-2-yl-benzoic acid. MS (ESI) mass calcd. for C23H21N7O, 411.47; m/z found 412.2 [M+H]+. The reactants are CS(=O)(=O)OCCN(Cc1ccccc1)CC1CCC(=O)N1, C1CCOC1, CC#N, [H-], [Na+]. Product: O=C1CCC2CN(Cc3ccccc3)CCN12. As a reaction SMILES: [CH2:1]([c:2]1[cH:3][cH:4][cH:5][cH:6][cH:7]1)[N:8]([CH2:9][CH2:10][O:11][S:12]([CH3:13])(=[O:14])=[O:15])[CH2:16][CH:17]1[NH:18][C:19](=[O:22])[CH2:20][CH2:21]1.[CH2:28]1[O:29][CH2:30][CH2:31][CH2:32]1.[CH3:25][C:26]#[N:27].[H-:24].[Na+:23]>>[CH2:1]([c:2]1[cH:3][cH:4][cH:5][cH:6][cH:7]1)[N:8]1[CH2:9][CH2:10][N:18]2[CH:17]([CH2:16]1)[CH2:21][CH2:20][C:19]2=[O:22].